From a dataset of the Open Reaction Database (ORD), a public repository of structured organic reaction records. describe an organic reaction: reactants, conditions, products, and yield The reactants are ClCOCC1=CC=CC=C1 (benzyl chloromethyl ether), O (water), C1(CCCCC1)C(C(=O)OCC)C(=O)OCC (Diethyl cyclohexylmalonate), [H-].[Na+] (sodium hydride). The solvent is O1CCCC1 (tetrahydrofuran), O1CCCC1 (tetrahydrofuran). Conditions: time 1 hour. Product: C(C1=CC=CC=C1)OCC(C(=O)OCC)(C(=O)OCC)C1CCCCC1 (Diethyl 2-benzyloxymethyl-2cyclohexylmalonate). Isolated yield 107.2%. Reaction SMILES: [CH:1]1([CH:7]([C:13]([O:15][CH2:16][CH3:17])=[O:14])[C:8]([O:10][CH2:11][CH3:12])=[O:9])[CH2:6][CH2:5][CH2:4][CH2:3][CH2:2]1.[H-].[Na+].Cl[CH2:21][O:22][CH2:23][C:24]1[CH:29]=[CH:28][CH:27]=[CH:26][CH:25]=1.O>O1CCCC1>[CH2:23]([O:22][CH2:21][C:7]([CH:1]1[CH2:2][CH2:3][CH2:4][CH2:5][CH2:6]1)([C:8]([O:10][CH2:11][CH3:12])=[O:9])[C:13]([O:15][CH2:16][CH3:17])=[O:14])[C:24]1[CH:29]=[CH:28][CH:27]=[CH:26][CH:25]=1 |f:1.2|. Procedure details: Diethyl cyclohexylmalonate (18.7 g) (ref. Bailstein 9, 739) was added to a stirred suspension of sodium hydride (4.8 g., 50% dispersion in oil) in dry tetrahydrofuran (50 ml) under nitrogen. The mixture was refluxed, with stirring, for one hour. The mixture was cooled and benzyl chloromethyl ether (13.9 g.) (Sigma Chemical Company) in dry tetrahydrofuran (50 ml) was added and the mixture was refluxed, with stirring, for three hours. The mixture was cooled and poured into water. The aqueous mixtu... Starting materials: ICC=1N=C(OC1C)C1=CC=CC=C1 (4-iodomethyl-5-methyl-2-phenyloxazole), C(CCC)P(CCCC)CCCC (tri-n-butylphosphine), C(CCC)[Li] (n-butyllithium), BrC=1C=C(CC2COC(OC2)(C)C)C=CC1 (5-(3-bromobenzyl)-2,2-dimethyl-1,3-dioxane), CN(CCN(C)C)C (N,N,N′,N′-tetramethylethylenediamine), C(=O)=O.CC(=O)C (dry ice acetone). Reagents/catalysts: [Cu](I)I (copper iodide). Run in O1CCCC1 (tetrahydrofuran), O1CCCC1 (tetrahydrofuran), O1CCCC1 (tetrahydrofuran). Product: CC1(OCC(CO1)CC1=CC(=CC=C1)CC=1N=C(OC1C)C1=CC=CC=C1)C (2,2-Dimethyl-5-{3-[(5-methyl-2-phenyloxazol-4-yl)methyl]benzyl}-1,3-dioxane). The yield is 17.7%. Reaction SMILES: Br[C:2]1[CH:3]=[C:4]([CH:14]=[CH:15][CH:16]=1)[CH2:5][CH:6]1[CH2:11][O:10][C:9]([CH3:13])([CH3:12])[O:8][CH2:7]1.C(=O)=O.CC(C)=O.CN(C)CCN(C)C.C([Li])CCC.C(P(CCCC)CCCC)CCC.I[CH2:51][C:52]1[N:53]=[C:54]([C:58]2[CH:63]=[CH:62][CH:61]=[CH:60][CH:59]=2)[O:55][C:56]=1[CH3:57]>O1CCCC1.[Cu](I)I>[CH3:12][C:9]1([CH3:13])[O:10][CH2:11][CH:6]([CH2:5][C:4]2[CH:14]=[CH:15][CH:16]=[C:2]([CH2:51][C:52]3[N:53]=[C:54]([C:58]4[CH:63]=[CH:62][CH:61]=[CH:60][CH:59]=4)[O:55][C:56]=3[CH3:57])[CH:3]=2)[CH2:7][O:8]1 |f:1.2|. Reported procedure: Under argon flow, 1.45 g of 5-(3-bromobenzyl)-2,2-dimethyl-1,3-dioxane was dissolved in 7 ml of dry tetrahydrofuran, and cooled with the dry ice-acetone bath. To the mixture was added 0.9 ml of N,N,N′,N′-tetramethylethylenediamine, and then n-butyllithium (1.6 M hexane solution) was added dropwise at −60° C. or less. After 10-minute-stirring, a suspension of 1.03 g of tri-n-butylphosphine and 0.97 g of copper iodide/7 ml of dry tetrahydrofuran was added and the mixture was stirred for 10 minutes... Reactants: N1CCC(CC1)NC(OC(C)(C)C)=O (tert-butyl piperidin-4-ylcarbamate), C([O-])([O-])=O.[K+].[K+] (potassium carbonate), N1[C@H](C(=O)O)CCC1 (L-proline), IC1=CC2=C(N(C=N2)CC2=CC(=C(C=C2)OCC=2C=NC(=CC2)OC)OC)C=C1 (5-iodo-1-(3-methoxy-4-((6-methoxypyridin-3-yl)methoxy)benzyl)-1H-benzo[d]imidazole), N1CCC(CC1)NC(OC(C)(C)C)=O (tert-butyl piperidin-4-ylcarbamate), N1[C@H](C(=O)O)CCC1 (L-proline). Reagents/catalysts: [Cu]I (copper(I) iodide), [Cu]I (copper(I) iodide). The solvent is [OH-].[NH4+] (ammonium hydroxide), CS(=O)C (dimethyl sulfoxide). Conditions: temperature 120 celsius, time 16 hour. Yields the product C(C)(C)(C)OC(NC1CCN(CC1)C1=CC2=C(N(C=N2)CC2=CC(=C(C=C2)OCC=2C=NC(=CC2)OC)OC)C=C1)=O (tert-butyl(1-(1-(3-methoxy-4-((6-methoxypyridin-3-yl)methoxy)benzyl)-1H-benzo[d]imidazol-5-yl)piperidin-4-yl)carbamate). The yield is 59.9%. RXN SMILES: I[C:2]1[CH:29]=[CH:28][C:5]2[N:6]([CH2:9][C:10]3[CH:15]=[CH:14][C:13]([O:16][CH2:17][C:18]4[CH:19]=[N:20][C:21]([O:24][CH3:25])=[CH:22][CH:23]=4)=[C:12]([O:26][CH3:27])[CH:11]=3)[CH:7]=[N:8][C:4]=2[CH:3]=1.[NH:30]1[CH2:35][CH2:34][CH:33]([NH:36][C:37](=[O:43])[O:38][C:39]([CH3:42])([CH3:41])[CH3:40])[CH2:32][CH2:31]1.C(=O)([O-])[O-].[K+].[K+].N1CCC[C@H]1C(O)=O>CS(C)=O.[OH-].[NH4+].[Cu]I>[C:39]([O:38][C:37](=[O:43])[NH:36][CH:33]1[CH2:34][CH2:35][N:30]([C:2]2[CH:29]=[CH:28][C:5]3[N:6]([CH2:9][C:10]4[CH:15]=[CH:14][C:13]([O:16][CH2:17][C:18]5[CH:19]=[N:20][C:21]([O:24][CH3:25])=[CH:22][CH:23]=5)=[C:12]([O:26][CH3:27])[CH:11]=4)[CH:7]=[N:8][C:4]=3[CH:3]=2)[CH2:31][CH2:32]1)([CH3:42])([CH3:40])[CH3:41] |f:2.3.4,7.8|. Reported procedure: To a suspension of 5-iodo-1-(3-methoxy-4-((6-methoxypyridin-3-yl)methoxy)benzyl)-1H-benzo[d]imidazole (0.48 g, 0.96 mmol) in dimethyl sulfoxide (4 mL) was added tert-butyl piperidin-4-ylcarbamate (0.22 g, 1.05 mmol), copper(I) iodide (0.022 g, 0.11 mmol), potassium carbonate (0.32 g, 2.32 mmol), and L-proline (0.026 g, 0.23 mmol). The light yellow reaction mixture was heated to 120° C. After 16 h, additional portions tert-butyl piperidin-4-ylcarbamate (0.048 g, 0.47 mmol), copper(I) iodide (0.01... Reactants: CCOC(=O)Cc1cccc(Oc2ccc(Br)cc2CBr)c1, CC1NC(=O)OC1c1ccccc1. Product: CCOC(=O)Cc1cccc(Oc2ccc(Br)cc2CN2C(=O)OC(c3ccccc3)C2C)c1. Reaction SMILES: [CH2:1]([CH3:2])[O:3][C:4]([CH2:5][c:6]1[cH:7][c:8]([O:12][c:13]2[c:14]([CH2:20][Br:21])[cH:15][c:16]([Br:19])[cH:17][cH:18]2)[cH:9][cH:10][cH:11]1)=[O:22].[CH3:23][CH:24]1[NH:25][C:26](=[O:35])[O:27][CH:28]1[c:29]1[cH:30][cH:31][cH:32][cH:33][cH:34]1>>[CH2:1]([CH3:2])[O:3][C:4]([CH2:5][c:6]1[cH:7][c:8]([O:12][c:13]2[c:14]([CH2:20][N:25]3[CH:24]([CH3:23])[CH:28]([c:29]4[cH:30][cH:31][cH:32][cH:33][cH:34]4)[O:27][C:26]3=[O:35])[cH:15][c:16]([Br:19])[cH:17][cH:18]2)[cH:9][cH:10][cH:11]1)=[O:22]. The reactants are CN(C)CN(C)C, CC(=O)Cl, COc1ccc2[nH]ccc2c1Cl, ClCCl. The product is COc1ccc2[nH]cc(CN(C)C)c2c1Cl. Reaction SMILES: [CH3:13][N:14]([CH3:15])[CH2:16][N:17]([CH3:18])[CH3:19].[CH3:20][C:21](=[O:22])[Cl:23].[Cl:1][c:2]1[c:3]2[cH:4][cH:5][nH:6][c:7]2[cH:8][cH:9][c:10]1[O:11][CH3:12].[Cl:24][CH2:25][Cl:26]>>[Cl:1][c:2]1[c:3]2[c:4]([CH2:16][N:14]([CH3:13])[CH3:15])[cH:5][nH:6][c:7]2[cH:8][cH:9][c:10]1[O:11][CH3:12]. The reactants are Cl.O1C(COC2=C1C=CC=C2)CC(OCC)=N (Ethyl (1.4-benzodioxan-2-yl)acetimidate HCl), C1(=C(C=CC=C1)N)N (o-phenylenediamine), [OH-].[NH4+] (ammonium hydroxide). The solvent is C(C)O (ethanol). The product is Cl.O1C(COC2=C1C=CC=C2)CC=2NC1=C(N2)C=CC=C1 (2-(1,4-benzodioxan-2-ylmethyl)benzimidazole hydrochloride). The yield is 40.9%. Reaction SMILES: [ClH:1].[O:2]1[C:7]2[CH:8]=[CH:9][CH:10]=[CH:11][C:6]=2[O:5][CH2:4][CH:3]1[CH2:12][C:13](=[NH:17])OCC.[C:18]1(N)[CH:23]=[CH:22][CH:21]=[CH:20][C:19]=1[NH2:24].[OH-].[NH4+]>C(O)C>[ClH:1].[O:2]1[C:7]2[CH:8]=[CH:9][CH:10]=[CH:11][C:6]=2[O:5][CH2:4][CH:3]1[CH2:12][C:13]1[NH:17][C:18]2[CH:23]=[CH:22][CH:21]=[CH:20][C:19]=2[N:24]=1 |f:0.1,3.4,6.7|. Reported procedure: Ethyl (1.4-benzodioxan-2-yl)acetimidate HCl, (5.0 g, 19.4 mmol) and o-phenylenediamine (2.16 g, 200 mmol) in ethanol (50 ml) were heated to reflux for 16 hours. The solution was cooled made basic with ammonium hydroxide, and extracted with ethyl acetate. The dried ethyl acetate extract was evaporated to a white solid which was triturated with ether and filtered to a white solid. This solid was dissolved in methanol and acidified with methanolic hydrogen chloride. The precipitated HCl salt was fi... Reactants: Br, Br, CC(=O)O, CC(=O)c1ccc(OCc2ccccc2)c(CCOCc2ccccc2)c1, ClC(Cl)Cl. Yields the product O=C(CBr)c1ccc(OCc2ccccc2)c(CCOCc2ccccc2)c1. RXN SMILES: [Br:33].[BrH:32].[C:28]([OH:29])(=[O:30])[CH3:31].[CH2:1]([c:2]1[cH:3][cH:4][cH:5][cH:6][cH:7]1)[O:8][c:9]1[c:10]([CH2:18][CH2:19][O:20][CH2:21][c:22]2[cH:23][cH:24][cH:25][cH:26][cH:27]2)[cH:11][c:12]([C:15]([CH3:16])=[O:17])[cH:13][cH:14]1.[CH:34]([Cl:35])([Cl:36])[Cl:37]>>[CH2:1]([c:2]1[cH:3][cH:4][cH:5][cH:6][cH:7]1)[O:8][c:9]1[c:10]([CH2:18][CH2:19][O:20][CH2:21][c:22]2[cH:23][cH:24][cH:25][cH:26][cH:27]2)[cH:11][c:12]([C:15]([CH2:16][Br:32])=[O:17])[cH:13][cH:14]1.